Dataset: the Open Reaction Database (ORD), a public repository of structured organic reaction records. Task: describe an organic reaction: reactants, conditions, products, and yield Reactants: CC(=O)OC1OC(COC(=O)c2ccccc2)C(OC(=O)c2ccccc2)C1OC(=O)c1ccccc1, CC1=N[SiH](C)[Si](C)(C)C(C)=C1C, CCOC(C)=O, CCCCCC, ClCCl, [NH4+], [NH4+], O=S(=O)([O-])[O-], Cl[Sn](Cl)(Cl)Cl, CCOC(=O)c1nc[nH]c1C(=O)OCC. Yields the product CCOC(=O)c1ncn(C2OC(COC(=O)c3ccccc3)C(OC(=O)c3ccccc3)C2OC(=O)c2ccccc2)c1C(=O)OCC. RXN SMILES: [C:35]([O:36][CH:39]1[CH:40]([O:41][C:42]([c:43]2[cH:44][cH:45][cH:46][cH:47][cH:48]2)=[O:49])[CH:50]([O:51][C:52]([c:53]2[cH:54][cH:55][cH:56][cH:57][cH:58]2)=[O:59])[CH:60]([CH2:62][O:63][C:64]([c:65]2[cH:66][cH:67][cH:68][cH:69][cH:70]2)=[O:71])[O:61]1)(=[O:37])[CH3:38].[CH3:23][Si:24]1([CH3:25])[C:26]([CH3:27])=[C:28]([CH3:29])[C:30]([CH3:31])=[N:32][SiH:33]1[CH3:34].[CH3:80][CH2:81][O:82][C:83](=[O:84])[CH3:85].[CH3:86][CH2:87][CH2:88][CH2:89][CH2:90][CH3:91].[Cl:77][CH2:78][Cl:79].[NH4+:16].[NH4+:17].[O-:18][S:19](=[O:20])(=[O:21])[O-:22].[Sn:72]([Cl:73])([Cl:74])([Cl:75])[Cl:76].[nH:1]1[cH:2][n:3][c:4]([C:11](=[O:12])[O:13][CH2:14][CH3:15])[c:5]1[C:6](=[O:7])[O:8][CH2:9][CH3:10]>>[n:1]1([CH:39]2[CH:40]([O:41][C:42]([c:43]3[cH:44][cH:45][cH:46][cH:47][cH:48]3)=[O:49])[CH:50]([O:51][C:52]([c:53]3[cH:54][cH:55][cH:56][cH:57][cH:58]3)=[O:59])[CH:60]([CH2:62][O:63][C:64]([c:65]3[cH:66][cH:67][cH:68][cH:69][cH:70]3)=[O:71])[O:61]2)[cH:2][n:3][c:4]([C:11](=[O:12])[O:13][CH2:14][CH3:15])[c:5]1[C:6](=[O:7])[O:8][CH2:9][CH3:10].